This data is from the Open Reaction Database (ORD), a public repository of structured organic reaction records. The task is: describe an organic reaction: reactants, conditions, products, and yield Starting materials: C1=NC=CC2=CC(=CC=C12)NC(C(CNC(OC(C)(C)C)=O)C1=CC=C(C=C1)OCC(C1=CC=CC=C1)=O)=O (tert-butyl 3-(isoquinolin-6-ylamino)-3-oxo-2-(4-(2-oxo-2-phenylethoxy)phenyl)propylcarbamate), Cl (HCl). The solvent is C(Cl)Cl (CH2Cl2). Conditions: time 8 hour. Yields the product Cl.Cl.NCC(C(=O)NC=1C=C2C=CN=CC2=CC1)C1=CC=C(C=C1)OCC(C1=CC=CC=C1)=O (3-amino-N-(isoquinolin-6-yl)-2-(4-(2-oxo-2-phenylethoxy)phenyl)propanamide dihydrochloride). Reaction SMILES: [CH:1]1[C:10]2[C:5](=[CH:6][C:7]([NH:11][C:12](=[O:39])[CH:13]([C:23]3[CH:28]=[CH:27][C:26]([O:29][CH2:30][C:31](=[O:38])[C:32]4[CH:37]=[CH:36][CH:35]=[CH:34][CH:33]=4)=[CH:25][CH:24]=3)[CH2:14][NH:15]C(=O)OC(C)(C)C)=[CH:8][CH:9]=2)[CH:4]=[CH:3][N:2]=1.[ClH:40]>C(Cl)Cl>[ClH:40].[ClH:40].[NH2:15][CH2:14][CH:13]([C:23]1[CH:28]=[CH:27][C:26]([O:29][CH2:30][C:31](=[O:38])[C:32]2[CH:37]=[CH:36][CH:35]=[CH:34][CH:33]=2)=[CH:25][CH:24]=1)[C:12]([NH:11][C:7]1[CH:6]=[C:5]2[C:10](=[CH:9][CH:8]=1)[CH:1]=[N:2][CH:3]=[CH:4]2)=[O:39] |f:3.4.5|. Procedure details: To tert-butyl 3-(isoquinolin-6-ylamino)-3-oxo-2-(4-(2-oxo-2-phenylethoxy)phenyl)propylcarbamate (E275) in CH2Cl2 was added HCl (4 N, dioxane) and the solution was stirred overnight. The solvents were evaporated to give pure 3-amino-N-(isoquinolin-6-yl)-2-(4-(2-oxo-2-phenylethoxy)phenyl)propanamide dihydrochloride (E277). RXN SMILES: [Br:1][CH:2]1[CH:3]([OH:23])[C:4]2([CH3:5])[CH:6]([CH2:7]1)[CH:8]1[CH:9]([OH:22])[CH:10]=[C:11]3[CH2:12][CH:13]([OH:21])[CH2:14][CH2:15][C:16]3([CH3:17])[CH:18]1[CH2:19][CH2:20]2.[CH3:26][N:27]([CH3:28])[CH:29]=[O:30].[Na+:25].[OH-:24]>>[CH:2]1([OH:24])[CH:3]([OH:23])[C:4]2([CH3:5])[CH:6]([CH2:7]1)[CH:8]1[CH:9]([OH:22])[CH:10]=[C:11]3[CH2:12][CH:13]([OH:21])[CH2:14][CH2:15][C:16]3([CH3:17])[CH:18]1[CH2:19][CH2:20]2. The product is CC12CCC(O)CC1=CC(O)C1C2CCC2(C)C(O)C(O)CC12. Starting materials: CC12CCC(O)CC1=CC(O)C1C2CCC2(C)C(O)C(Br)CC12, CN(C)C=O, [Na+], [OH-]. Starting materials: CC(=O)N1CCc2ccc(I)cc21, CCO, [Na+], [OH-], O. Product: Ic1ccc2c(c1)NCC2. As a reaction SMILES: [C:1](=[O:2])([CH3:3])[N:4]1[CH2:5][CH2:6][c:7]2[cH:8][cH:9][c:10]([I:13])[cH:11][c:12]21.[CH3:16][CH2:17][OH:18].[Na+:15].[OH-:14].[OH2:19]>>[NH:4]1[CH2:5][CH2:6][c:7]2[cH:8][cH:9][c:10]([I:13])[cH:11][c:12]21.